This data is from the Open Reaction Database (ORD), a public repository of structured organic reaction records. The task is: describe an organic reaction: reactants, conditions, products, and yield As a reaction SMILES: [CH:1](NC(C)C)(C)[CH3:2].C([Li])CCC.[F:13][C:14]([F:21])([F:20])[CH2:15][CH2:16][C:17]([OH:19])=[O:18].C(I)C>C1COCC1>[CH2:1]([CH:16]([CH2:15][C:14]([F:21])([F:20])[F:13])[C:17]([OH:19])=[O:18])[CH3:2]. The product is C(C)C(C(=O)O)CC(F)(F)F (2-Ethyl-4, 4, 4-trifluorobutyric Acid). Procedure details: A solution of diisopropylamine (17.1 g, 169 mmol) in THF (180 mL) was stirred under nitrogen at 0° C. n-Butyl lithium (n-BuLi-67.6 mL, 2.5 M in hexane) was added dropwise over 15 min and the resulting solution stirred for 0.5 h at 0° C. After this time period, the reaction was cooled to −78° C., and 4,4,4-trifluorobutyric acid (10.0 g, 70.4 mmol) in THF (20 mL) was added dropwise over 0.5 h. The resulting solution was stirred for an additional 0.5 h at −78° C. After this time period, ethyl iodid... The solvent is C1CCOC1 (THF), C1CCOC1 (THF). Reaction conditions: temperature 0 celsius, time 0.5 hour. The reactants are C(C)(C)NC(C)C (diisopropylamine), C(CCC)[Li] (n-Butyl lithium), FC(CCC(=O)O)(F)F (4,4,4-trifluorobutyric acid), C(C)I (ethyl iodide).